Dataset: the Open Reaction Database (ORD), a public repository of structured organic reaction records. Task: describe an organic reaction: reactants, conditions, products, and yield Reactants: BrC=1C(=C(C=CC1)CC#N)F (3-bromo-2-fluorophenylacetonitrile), OS(=O)(=O)O (H2SO4), CCO (EtOH). Conditions: time 48 hour. Yields the product C(C)OC(CC1=C(C(=CC=C1)Br)F)=O ((3-Bromo-2-fluoro-phenyl)-acetic acid ethyl ester). As a reaction SMILES: [Br:1][C:2]1[C:3]([F:11])=[C:4]([CH2:8][C:9]#N)[CH:5]=[CH:6][CH:7]=1.[OH:12]S(O)(=O)=O.[CH3:17][CH2:18][OH:19]>>[CH2:18]([O:19][C:9](=[O:12])[CH2:8][C:4]1[CH:5]=[CH:6][CH:7]=[C:2]([Br:1])[C:3]=1[F:11])[CH3:17]. Reported procedure: To a stirred solution of 3-bromo-2-fluorophenylacetonitrile (2.5 g, 11.7 mmol) in absolute EtOH (25 mL) at room temperature was added concentrated H2SO4 (4 mL) and the mixture was warmed to reflux. After 48 hrs, the reaction was cooled to room temperature, evaporated under reduced pressure, diluted with EtOAc (100 mL) and partitioned with saturated aqueous sodium bicarbonate (50 mL). The organic layer was dried over magnesium sulfate, filtered and concentrated to dryness to afford the title comp... Starting materials: C1(=CC=CC2=CC=CC=C12)CCOCCC(=O)OC(C)(C)C (tert-Butyl 3-[2-(1-naphthyl)ethoxy]propanoate), FC(C(=O)O)(F)F (trifluoroacetic acid), FC(C(=O)O)(F)F (trifluoroacetic acid). The solvent is ClCCl (dichloromethane). Run at time 2 hour. The product is C1(=CC=CC2=CC=CC=C12)CCOCCC(=O)O (3-[2-(1-Naphthyl)ethoxy]propanoic acid). The yield is 112.4%. Reaction SMILES: [C:1]1([CH2:11][CH2:12][O:13][CH2:14][CH2:15][C:16]([O:18]C(C)(C)C)=[O:17])[C:10]2[C:5](=[CH:6][CH:7]=[CH:8][CH:9]=2)[CH:4]=[CH:3][CH:2]=1.FC(F)(F)C(O)=O>ClCCl>[C:1]1([CH2:11][CH2:12][O:13][CH2:14][CH2:15][C:16]([OH:18])=[O:17])[C:10]2[C:5](=[CH:6][CH:7]=[CH:8][CH:9]=2)[CH:4]=[CH:3][CH:2]=1. Procedure details: tert-Butyl 3-[2-(1-naphthyl)ethoxy]propanoate (6.19 g) was taken up in dichloromethane (30 mL) and treated with trifluoroacetic acid (5 mL). The resulting solution was stirred at room temperature for 2 hours, an additional 1 mL of trifluoroacetic acid was added and the solution stirred overnight. The mixture was concentrated, taken up in 2M sodium hydroxide solution (30 mL) and washed with ether (2×20 mL). The aqueous layer was subsequently acidified (using 1M hydrochloric acid) and extracted wi... Conditions: time 24 hour. Reactants: ClC(=O)OCCl (Chloromethyl chloroformate), CC(C)CCC[C@@H](C)[C@H]1CC[C@H]2[C@@H]3CC=C4C[C@@H](O)CC[C@]4(C)[C@H]3CC[C@]12C (cholesterol), N1=CC=CC=C1 (Pyridine). Run in C(Cl)Cl (CH2Cl2), C(Cl)Cl (CH2Cl2). The product is ClCOC(=O)[C@]1(CC2=CC[C@H]3[C@@H]4CC[C@H]([C@@H](CCCC(C)C)C)[C@]4(CC[C@@H]3[C@]2(CC1)C)C)O (3-(Chloromethoxycarbonyl) Cholesterol). As a reaction SMILES: Cl[C:2]([O:4][CH2:5][Cl:6])=[O:3].[CH3:7][CH:8]([CH2:10][CH2:11][CH2:12][C@H:13]([C@@H:15]1[C@:33]2([CH3:34])[C@H:18]([C@H:19]3[C@H:30]([CH2:31][CH2:32]2)[C@:28]2([CH3:29])[C:22]([CH2:23][C@H:24]([CH2:26][CH2:27]2)[OH:25])=[CH:21][CH2:20]3)[CH2:17][CH2:16]1)[CH3:14])[CH3:9].N1C=CC=CC=1>C(Cl)Cl>[Cl:6][CH2:5][O:4][C:2]([C@:24]1([OH:25])[CH2:26][CH2:27][C@@:28]2([CH3:29])[C:22](=[CH:21][CH2:20][C@@H:19]3[C@@H:30]2[CH2:31][CH2:32][C@@:33]2([CH3:34])[C@H:18]3[CH2:17][CH2:16][C@@H:15]2[C@H:13]([CH3:14])[CH2:12][CH2:11][CH2:10][CH:8]([CH3:9])[CH3:7])[CH2:23]1)=[O:3]. Procedure: Chloromethyl chloroformate (1.96 g, 15.2 mmol) and cholesterol (5.0 g, 12.9 mmol) was dissolved in CH2Cl2 (10 ml). The solution was cooled. Pyridine (1.21 g, 15.3 mmol) was dripped into the stirred solution over 5 minutes. Heat was produced and the reaction gave a clear solution from a somewhat unclear starting solution. After 24 hours at room temperature, the mixture was diluted with CH2Cl2 (50 ml), washed with 0.5M HCl (50 ml) and water (3×25 ml). After treatment with MgSO4, the solution was e... Starting materials: C12(CC3CC(CC(C1)C3)C2)C2=C(C=C3C=CC(=CC3=C2)Br)O (7-(1-adamantyl)-6-hydroxy-2-bromonaphthalene), O (water), [H-].[Na+] (sodium hydride), C(C1=CC=CC=C1)Br (benzyl bromide). Solvent: CN(C)C=O (DMF), CN(C)C=O (DMF), C(C)O (ethanol). Conditions: time 2 hour. The product is C12(CC3CC(CC(C1)C3)C2)C2=C(C=C3C=CC(=CC3=C2)Br)OCC2=CC=CC=C2 (7-(1-adamantyl)-6-benzyloxy-2-bromonaphthalene). RXN SMILES: [H-].[Na+].[C:3]12([C:13]3[CH:22]=[C:21]4[C:16]([CH:17]=[CH:18][C:19]([Br:23])=[CH:20]4)=[CH:15][C:14]=3[OH:24])[CH2:12][CH:7]3[CH2:8][CH:9]([CH2:11][CH:5]([CH2:6]3)[CH2:4]1)[CH2:10]2.[CH2:25](Br)[C:26]1[CH:31]=[CH:30][CH:29]=[CH:28][CH:27]=1.O>CN(C=O)C.C(O)C>[C:3]12([C:13]3[CH:22]=[C:21]4[C:16]([CH:17]=[CH:18][C:19]([Br:23])=[CH:20]4)=[CH:15][C:14]=3[O:24][CH2:25][C:26]3[CH:31]=[CH:30][CH:29]=[CH:28][CH:27]=3)[CH2:10][CH:9]3[CH2:11][CH:5]([CH2:6][CH:7]([CH2:8]3)[CH2:12]1)[CH2:4]2 |f:0.1|. Procedure: 1.26 g (42 mmol) of sodium hydride (80% in oil) and 50 ml of DMF were introduced into a 3-necked flask, a solution of 12.5 g (35 mmol) of 7-(1-adamantyl)-6-hydroxy-2-bromonaphthalene in 100 ml of DMF was added dropwise and stirring was carried out until gas evolution had ceased. 5 ml (42 mmol) of benzyl bromide were then added and stirring was carried out at room temperature for 2 hours. The reaction mixture was poured into water and extracted with ethyl ether and the organic phase was separated... Reactants: CC(=O)OCCCCBr, CCOC(=O)c1nn(-c2ccc(OC)cc2)c2c1CCNC2=O, CN(C)C=O, [H-], [Na+]. Product: CCOC(=O)c1nn(-c2ccc(OC)cc2)c2c1CCN(CCCCOC(C)=O)C2=O. RXN SMILES: [C:26]([CH3:27])(=[O:28])[O:29][CH2:30][CH2:31][CH2:32][CH2:33][Br:34].[CH2:1]([CH3:2])[O:3][C:4](=[O:5])[c:6]1[n:7][n:8](-[c:16]2[cH:17][cH:18][c:19]([O:22][CH3:23])[cH:20][cH:21]2)[c:9]2[c:14]1[CH2:13][CH2:12][NH:11][C:10]2=[O:15].[CH3:35][N:36]([CH3:37])[CH:38]=[O:39].[H-:24].[Na+:25]>>[CH2:1]([CH3:2])[O:3][C:4](=[O:5])[c:6]1[n:7][n:8](-[c:16]2[cH:17][cH:18][c:19]([O:22][CH3:23])[cH:20][cH:21]2)[c:9]2[c:14]1[CH2:13][CH2:12][N:11]([CH2:33][CH2:32][CH2:31][CH2:30][O:29][C:26]([CH3:27])=[O:28])[C:10]2=[O:15].